From a dataset of the Open Reaction Database (ORD), a public repository of structured organic reaction records. describe an organic reaction: reactants, conditions, products, and yield The reactants are CCCC[N+](CCCC)(CCCC)CCCC.[F-] (TBAF), [Si](C)(C)(C(C)(C)C)OC(CC=1C=CC2=C(C1)C1=CC(=CC=C1C=1NC(=NC12)C1=C(C=CC=C1Br)Br)OCC1CC1)(C)C (6-(2-{[tert-butyl(dimethyl)silyl]oxy}-2-methylpropyl)-9-(cyclopropylmethoxy)-2-(2,6-dibromophenyl)-1H-phenanthro[9,10-d]imidazole). Run in O (water). Product: C1(CC1)COC=1C=C2C=3C=C(C=CC3C3=C(NC(=N3)C3=C(C=CC=C3Br)Br)C2=CC1)CC(C)(O)C (1-[9-(cyclopropylmethoxy)-2-(2,6-dibromophenyl)-1H-phenanthro[9,10-d]imidazol-6-yl]-2-methylpropan-2-ol). RXN SMILES: CCCC[N+](CCCC)(CCCC)CCCC.[F-].[Si]([O:26][C:27]([CH3:60])([CH3:59])[CH2:28][C:29]1[CH:30]=[CH:31][C:32]2[C:45]3[N:44]=[C:43]([C:46]4[C:51]([Br:52])=[CH:50][CH:49]=[CH:48][C:47]=4[Br:53])[NH:42][C:41]=3[C:40]3[C:35](=[CH:36][C:37]([O:54][CH2:55][CH:56]4[CH2:58][CH2:57]4)=[CH:38][CH:39]=3)[C:33]=2[CH:34]=1)(C(C)(C)C)(C)C>O>[CH:56]1([CH2:55][O:54][C:37]2[CH:36]=[C:35]3[C:40](=[CH:39][CH:38]=2)[C:41]2[NH:42][C:43]([C:46]4[C:47]([Br:53])=[CH:48][CH:49]=[CH:50][C:51]=4[Br:52])=[N:44][C:45]=2[C:32]2[CH:31]=[CH:30][C:29]([CH2:28][C:27]([CH3:60])([OH:26])[CH3:59])=[CH:34][C:33]3=2)[CH2:57][CH2:58]1 |f:0.1|. Reported procedure: TBAF (1 M in THF, 10 mL) was added to a flask containing 6-(2-{[tert-butyl(dimethyl)silyl]oxy}-2-methylpropyl)-9-(cyclopropylmethoxy)-2-(2,6-dibromophenyl)-1H-phenanthro[9,10-d]imidazole (0.223 g, 0.31 mmol) from Step 7 above, at room temperature. The resulting solution was heated at reflux for 36 h, after which water was added to the reaction mixture. The aqueous layer was extracted with ethyl acetate, the organic layer dried over MgSO4, filtered and concentrated. The crude product was used dir... The reactants are C1(=CC=CC=C1)S(=O)(=O)CC1=CC=C(C(=C1C(=O)O)NCCNC(=O)OC(C)(C)C)C1=COC=C1 (6-(Benzenesulphonylmethyl)-2-[2-(t-butoxycarbonylamino)ethylamino]-3-(furan-3-yl)benzoic acid), NC1=C(C(=O)OC)C(=CC=C1C1=COC=C1)CS(=O)(=O)C1=CC=CC=C1 (methyl 2-amino-6-(benzenesulphonylmethyl)-3-(furan-3-yl)benzoate), NC1=C(C(=O)OC)C(=CC=C1C1=COC=C1)CS(=O)(=O)C1=CC=CC=C1 (methyl 2-amino-6-(benzenesulphonylmethyl)-3-(furan-3-yl)benzoate). Product: NC1=C(C(=O)O)C(=CC=C1C1=COC=C1)CS(=O)(=O)C1=CC=CC=C1 (2-Amino-6-(benzenesulphonylmethyl)-3-(furan-3-yl)benzoic acid). RXN SMILES: [C:1]1([S:7]([CH2:10][C:11]2[C:16]([C:17]([OH:19])=[O:18])=[C:15]([NH:20]CCNC(OC(C)(C)C)=O)[C:14]([C:31]3[CH:35]=[CH:34][O:33][CH:32]=3)=[CH:13][CH:12]=2)(=[O:9])=[O:8])[CH:6]=[CH:5][CH:4]=[CH:3][CH:2]=1.NC1C(C2C=COC=2)=CC=C(CS(C2C=CC=CC=2)(=O)=O)C=1C(OC)=O>>[NH2:20][C:15]1[C:14]([C:31]2[CH:35]=[CH:34][O:33][CH:32]=2)=[CH:13][CH:12]=[C:11]([CH2:10][S:7]([C:1]2[CH:2]=[CH:3][CH:4]=[CH:5][CH:6]=2)(=[O:9])=[O:8])[C:16]=1[C:17]([OH:19])=[O:18]. Reported procedure: Prepared as a yellow foam by proceeding in a similar manner to Intermediate 121, starting from methyl 2-amino-6-(benzenesulphonylmethyl)-3-(furan-3-yl)benzoate (Intermediate 212). Starting materials: N1CCC(CC1)CC1CCN(CC1)C(=O)OC(C)(C)C (1,1-Dimethylethyl 4-(4-piperidinylmethyl)-1-piperidinecarboxylate), C(C)I (ethyl iodide), C(=O)([O-])[O-].[K+].[K+] (K2CO3). The solvent is C(C)#N (acetonitrile). Conditions: time 3 hour. Product: C(C)N1CCC(CC1)CC1CCN(CC1)C(=O)OC(C)(C)C (1,1-Dimethylethyl 4-[(1-ethyl-4-piperidinyl)methyl]-1-piperidinecarboxylate). As a reaction SMILES: [NH:1]1[CH2:6][CH2:5][CH:4]([CH2:7][CH:8]2[CH2:13][CH2:12][N:11]([C:14]([O:16][C:17]([CH3:20])([CH3:19])[CH3:18])=[O:15])[CH2:10][CH2:9]2)[CH2:3][CH2:2]1.[CH2:21](I)[CH3:22].C([O-])([O-])=O.[K+].[K+]>C(#N)C>[CH2:21]([N:1]1[CH2:2][CH2:3][CH:4]([CH2:7][CH:8]2[CH2:9][CH2:10][N:11]([C:14]([O:16][C:17]([CH3:20])([CH3:19])[CH3:18])=[O:15])[CH2:12][CH2:13]2)[CH2:5][CH2:6]1)[CH3:22] |f:2.3.4|. Reported procedure: 1,1-Dimethylethyl 4-(4-piperidinylmethyl)-1-piperidinecarboxylate (may be prepared as described in Description 2) (2 g), ethyl iodide (0.57 ml) and K2CO3 (1.96 g) were combined in acetonitrile (70 ml) and the reaction mixture was stirred at room temperature for 3 h. The reaction was filtered to remove solids and the solvent evaporated to give the title compound (D7) as a yellow solid (2.5 g).